From a dataset of the Open Reaction Database (ORD), a public repository of structured organic reaction records. describe an organic reaction: reactants, conditions, products, and yield The reactants are ClC=1C=C(C=CC1O)CCCN1C=NC=C1 (1-[3-(3-chloro-4-hydroxyphenyl)propyl]imidazole), ClCC=1N=C(OC1)C=1SC=CC1 (4-chloromethyl-2-(2-thienyl)oxazole). The product is ClC1=C(OCC=2N=C(OC2)C=2SC=CC2)C=CC(=C1)CCCN1C=NC=C1 (4-[2-chloro-4-[3-(1-imidazolyl)propyl]phenoxymethyl]-2-(2-thienyl)oxazole). The yield is 77.0%. Reaction SMILES: [Cl:1][C:2]1[CH:3]=[C:4]([CH2:9][CH2:10][CH2:11][N:12]2[CH:16]=[CH:15][N:14]=[CH:13]2)[CH:5]=[CH:6][C:7]=1[OH:8].Cl[CH2:18][C:19]1[N:20]=[C:21]([C:24]2[S:25][CH:26]=[CH:27][CH:28]=2)[O:22][CH:23]=1>>[Cl:1][C:2]1[CH:3]=[C:4]([CH2:9][CH2:10][CH2:11][N:12]2[CH:16]=[CH:15][N:14]=[CH:13]2)[CH:5]=[CH:6][C:7]=1[O:8][CH2:18][C:19]1[N:20]=[C:21]([C:24]2[S:25][CH:26]=[CH:27][CH:28]=2)[O:22][CH:23]=1. Reported procedure: In substantially the same manner as in Working Example 72, 1-[3-(3-chloro-4-hydroxyphenyl)propyl]imidazole was reacted with 4-chloromethyl-2-(2-thienyl)oxazole to obtain 4-[2-chloro-4-[3-(1-imidazolyl)propyl]phenoxymethyl]-2-(2-thienyl)oxazole. The yield was 77%. Recrystallization from ethyl acetate-hexane gave colorless prisms, mp 93-94° C. Starting materials: C1(CC1)COC1=C(C=CC(=C1)F)C=1C2=C(N=CN1)C(=C(N2COCC[Si](C)(C)C)C)C(=O)O (4-[2-(cyclopropylmethoxy)-4-fluorophenyl]-6-methyl-5-{[2-(trimethylsilyl)ethoxy]methyl}-5H-pyrrolo[3,2-d]pyrimidine-7-carboxylic acid), N[C@@H]1CC[C@H](CC1)NC(OC(C)(C)C)=O (tert-butyl trans-(4-amino-cyclohexyl)-carbamate). The product is C(C)(C)(C)OC(N[C@@H]1CC[C@H](CC1)NC(=O)C1=C(N(C2=C1N=CN=C2C2=C(C=C(C=C2)F)OCC2CC2)COCC[Si](C)(C)C)C)=O (Tert-butyl(trans-4-{[(4-[2-(cyclopropylmethoxy)-4-fluorophenyl]-6-methyl-5-{[2-(trimethylsilyl)ethoxy]methyl}-5H-pyrrolo[3,2-d]pyrimidin-7-yl)carbonyl]amino}cyclohexyl)carbamate). As a reaction SMILES: [CH:1]1([CH2:4][O:5][C:6]2[CH:11]=[C:10]([F:12])[CH:9]=[CH:8][C:7]=2[C:13]2[C:14]3[N:21]([CH2:22][O:23][CH2:24][CH2:25][Si:26]([CH3:29])([CH3:28])[CH3:27])[C:20]([CH3:30])=[C:19]([C:31]([OH:33])=O)[C:15]=3[N:16]=[CH:17][N:18]=2)[CH2:3][CH2:2]1.[NH2:34][C@H:35]1[CH2:40][CH2:39][C@H:38]([NH:41][C:42](=[O:48])[O:43][C:44]([CH3:47])([CH3:46])[CH3:45])[CH2:37][CH2:36]1>>[C:44]([O:43][C:42](=[O:48])[NH:41][C@H:38]1[CH2:37][CH2:36][C@H:35]([NH:34][C:31]([C:19]2[C:15]3[N:16]=[CH:17][N:18]=[C:13]([C:7]4[CH:8]=[CH:9][C:10]([F:12])=[CH:11][C:6]=4[O:5][CH2:4][CH:1]4[CH2:2][CH2:3]4)[C:14]=3[N:21]([CH2:22][O:23][CH2:24][CH2:25][Si:26]([CH3:29])([CH3:28])[CH3:27])[C:20]=2[CH3:30])=[O:33])[CH2:40][CH2:39]1)([CH3:47])([CH3:45])[CH3:46]. Procedure: Starting from 4-[2-(cyclopropylmethoxy)-4-fluorophenyl]-6-methyl-5-{[2-(trimethylsilyl)ethoxy]methyl}-5H-pyrrolo[3,2-d]pyrimidine-7-carboxylic acid (example D.c2) and commercially available tert-butyl trans-(4-amino-cyclohexyl)-carbamate the title compound is obtained as pale yellow viscous oil.